From a dataset of the Open Reaction Database (ORD), a public repository of structured organic reaction records. describe an organic reaction: reactants, conditions, products, and yield As a reaction SMILES: [CH3:1][O:2][c:3]1[n:4][cH:5][cH:6][cH:7][c:8]1-[c:9]1[c:10]2[n:11]([cH:12][cH:13][cH:14]1)[n:15][c:16]([NH:18][c:19]1[cH:20][cH:21][c:22]([CH:25]3[CH2:26][CH2:27][N:28]([CH2:31][C:32](=[O:33])[N:34]([CH3:35])[CH3:36])[CH2:29][CH2:30]3)[cH:23][cH:24]1)[n:17]2.[CH3:39][C:40](=[O:41])[OH:42].[I-:38].[Na+:37]>>[O:2]=[c:3]1[nH:4][cH:5][cH:6][cH:7][c:8]1-[c:9]1[c:10]2[n:11]([cH:12][cH:13][cH:14]1)[n:15][c:16]([NH:18][c:19]1[cH:20][cH:21][c:22]([CH:25]3[CH2:26][CH2:27][N:28]([CH2:31][C:32](=[O:33])[N:34]([CH3:35])[CH3:36])[CH2:29][CH2:30]3)[cH:23][cH:24]1)[n:17]2. The reactants are COc1ncccc1-c1cccn2nc(Nc3ccc(C4CCN(CC(=O)N(C)C)CC4)cc3)nc12, CC(=O)O, [I-], [Na+]. Product: CN(C)C(=O)CN1CCC(c2ccc(Nc3nc4c(-c5ccc[nH]c5=O)cccn4n3)cc2)CC1. Starting materials: C(C)OC(=O)C=1C2=C(C(=NC1)O)C(=NN2)C (4-hydroxy-3-methyl-1H-pyrazolo[4,3-c]pyridine-7-carboxylic acid ethyl ester), CN(C=O)C (dimethylformamide), C([O-])([O-])=O.[K+].[K+] (potassium carbonate), C(C)I (ethyl iodide). Solvent: O (water), C(C)(=O)O (acetic acid). Product: C(C)OC(=O)C=1C2=C(C(=NC1)OCC)C(=NN2)C (4-Ethoxy-3-methyl-1H-pyrazolo[4,3-c]pyridine-7-carboxylic acid ethyl ester). As a reaction SMILES: [CH2:1]([O:3][C:4]([C:6]1[C:7]2[NH:15][N:14]=[C:13]([CH3:16])[C:8]=2[C:9]([OH:12])=[N:10][CH:11]=1)=[O:5])[CH3:2].C(=O)([O-])[O-].[K+].[K+].[CH2:23](I)[CH3:24].CN(C)C=O>O.C(O)(=O)C>[CH2:1]([O:3][C:4]([C:6]1[C:7]2[NH:15][N:14]=[C:13]([CH3:16])[C:8]=2[C:9]([O:12][CH2:23][CH3:24])=[N:10][CH:11]=1)=[O:5])[CH3:2] |f:1.2.3|. Procedure details: 2.2g. of 4-hydroxy-3-methyl-1H-pyrazolo[4,3-c]pyridine-7-carboxylic acid ethyl ester (0.01 mol.), 2.8 g. of potassium carbonate (0.02 mol.), and 1.6 g. of ethyl iodide (0.01 mol.) are suspended in 50 ml. of dimethylformamide and heated for 10 hours at 70°. After this time, the mixture is acidified with acetic acid and 30 ml. of water are added. 4-Ethoxy-3-methyl-1H-pyrazolo[4,3-c]pyridine-7-carboxylic acid ethyl ester precipitates, is filtered and recrystallized from methanol, yield 1.9 g. (79%)... Reactants: N(=O)[O-].[Na+] (sodium nitrite), [OH-].[NH4+] (ammonium hydroxide), C1(CCCC1)N1N=C(C=2C1=NC(=NC2N)C2=CC=NC=C2)C#N (1-cyclopentyl-3-cyano-6-(4-pyridyl)pyrazolo(3,4-d)pyrimidin-4-amine), FC(C(=O)O)(F)F (trifluoroacetic acid), N(=O)[O-].[Na+] (sodium nitrite). Solvent: O (water), O (water), C(C)(=O)O (acetic acid), C(C)(=O)O (acetic acid). Run at time 1 hour. The product is C1(CCCC1)N1NC(=C2C1=NC(=NC2=O)C2=CC=NC=C2)C#N (1-cyclopentyl-3-cyano-6-(4-pyridyl)pyrazolo[3,4-d]pyrimidin-4-one). Isolated yield 79.0%. RXN SMILES: [CH:1]1([N:6]2[C:10]3=[N:11][C:12]([C:16]4[CH:21]=[CH:20][N:19]=[CH:18][CH:17]=4)=[N:13][C:14](N)=[C:9]3[C:8]([C:22]#[N:23])=[N:7]2)[CH2:5][CH2:4][CH2:3][CH2:2]1.FC(F)(F)C(O)=[O:27].N([O-])=O.[Na+].[OH-].[NH4+]>C(O)(=O)C.O>[CH:1]1([N:6]2[C:10]3=[N:11][C:12]([C:16]4[CH:21]=[CH:20][N:19]=[CH:18][CH:17]=4)=[N:13][C:14](=[O:27])[C:9]3=[C:8]([C:22]#[N:23])[NH:7]2)[CH2:5][CH2:4][CH2:3][CH2:2]1 |f:2.3,4.5|. Procedure: To a solution of 1-cyclopentyl-3-cyano-6-(4-pyridyl)pyrazolo(3,4-d)pyrimidin-4-amine (0.61 g, 2.0 mmol) in 50% acetic acid (70 ml) at -5° to 0° C. was added 50% trifluoroacetic acid (10 ml) followed by sodium nitrite (2.8 g, 40.6 mmol) in water (15 ml). The reaction mixture was stirred at -5° to 0° C. for 1 hour, then at room temperature for 3 hours. The reaction mixture was cooled back to -5° to 0° C. and sodium nitrite (1.4 g, 20.3 mmol) in water (5 ml) was added. The reaction mixture was warm... Starting materials: CC1=CC(=NC=C1)OC=1C=C(C=CC1)[N+](=O)[O-] (3-(4-methylpyridin-2-yloxy)nitrobenzene). Reagents/catalysts: [Pd] (palladium on carbon). The solvent is C(C)O (ethanol). Yields the product CC1=CC(=NC=C1)OC=1C=C(N)C=CC1 (3-(4-methylpyridin-2-yloxy)aniline). Yield: 98.6%. Reaction SMILES: [CH3:1][C:2]1[CH:7]=[CH:6][N:5]=[C:4]([O:8][C:9]2[CH:10]=[C:11]([N+:15]([O-])=O)[CH:12]=[CH:13][CH:14]=2)[CH:3]=1>C(O)C.[Pd]>[CH3:1][C:2]1[CH:7]=[CH:6][N:5]=[C:4]([O:8][C:9]2[CH:10]=[C:11]([CH:12]=[CH:13][CH:14]=2)[NH2:15])[CH:3]=1. Procedure details: A suspension of 3-(4-methylpyridin-2-yloxy)nitrobenzene (0.5 g) in ethanol (5 ml) was hydrogenated over palladium on carbon (10% w/w, 50% wet, 100 mg) under a hydrogen atmosphere for 4 hours. The catalyst was filtered off, and the filtrate was evaporated under reduced pressure to give 3-(4-methylpyridin-2-yloxy)aniline (429 mg). Reactants: [N+](=O)(O)[O-] (nitric acid), BrC=1OC2=C(C1C1=CC=CC=C1)C=C(C=C2)C (2-bromo-5-methyl-3-phenylbenzofuran), C1=CCC(CC1)C(=O)O (cyclohexene-4-carboxylic acid), N(=O)[O-].[Na+] (sodium nitrite). The solvent is C(C)(=O)O (acetic acid). Product: CC=1C=CC2=C(C(=C(O2)[N+](=O)[O-])C2=CC=CC=C2)C1 (5-methyl-2-nitro-3-phenylbenzofuran). As a reaction SMILES: Br[C:2]1[O:3][C:4]2[CH:16]=[CH:15][C:14]([CH3:17])=[CH:13][C:5]=2[C:6]=1[C:7]1[CH:12]=[CH:11][CH:10]=[CH:9][CH:8]=1.C1CCC(C(O)=O)CC=1.[N:27]([O-:29])=[O:28].[Na+].[N+]([O-])(O)=O>C(O)(=O)C>[CH3:17][C:14]1[CH:15]=[CH:16][C:4]2[O:3][C:2]([N+:27]([O-:29])=[O:28])=[C:6]([C:7]3[CH:12]=[CH:11][CH:10]=[CH:9][CH:8]=3)[C:5]=2[CH:13]=1 |f:2.3|. Procedure: To a solution of 25 g (0.0875 mole) of 2-bromo-5-methyl-3-phenylbenzofuran and 16.5 g of cyclohexene-4-carboxylic acid in 150 ml of acetic acid is added 17.5 g of sodium nitrite, then 17.5 ml of nitric acid is added dropwise with stirring. The mixture is stirred at about 25° C. for about three hours, then poured onto ice. The mixture is then extracted with diethyl ether. The ether solution is washed with 10% sodium bicarbonate solution, saturated sodium carbonate solution and dried. The dried so...